From a dataset of the Open Reaction Database (ORD), a public repository of structured organic reaction records. describe an organic reaction: reactants, conditions, products, and yield The reactants are BrCCCBr, COC(=O)C(C)C(=O)OC, [Na+], [OH-]. Product: COC(=O)C(C)(CCCBr)C(=O)OC. Reaction SMILES: [Br:11][CH2:12][CH2:13][CH2:14][Br:15].[CH3:1][CH:2]([C:3](=[O:4])[O:5][CH3:6])[C:7](=[O:8])[O:9][CH3:10].[Na+:17].[OH-:16]>>[CH3:1][C:2]([C:3](=[O:4])[O:5][CH3:6])([C:7](=[O:8])[O:9][CH3:10])[CH2:14][CH2:13][CH2:12][Br:11]. Starting materials: Cl.FC=1C=C(CN2N=CC(=C2)C2=CN(C3=NC=C(C=C32)C3=CC=C(C=C3)C3CCNCC3)S(=O)(=O)C3=CC=C(C)C=C3)C=CC1 (3-(1-(3-fluorobenzyl)-1H-pyrazol-4-yl)-5-(4-(piperidin-4-yl)phenyl)-1-tosyl-1H-pyrrolo[2,3-b]pyridine hydrochloride), FC=1C=C(CN2N=CC(=C2)C2=CN(C3=NC=C(C=C32)C=3C=CC(=NC3)N3CCC(CC3)O)S(=O)(=O)C3=CC=C(C)C=C3)C=CC1 (1-(5-(3-(1-(3-fluorobenzyl)-1H-pyrazol-4-yl)-1-tosyl-1H-pyrrolo[2,3-b]pyridin-5-yl)pyridin-2-yl)piperidin-4-ol), [OH-].[Li+] (lithium hydroxide). Run in C1CCOC1.CO.O (THF methanol water). Yields the product FC=1C=C(CN2N=CC(=C2)C2=CNC3=NC=C(C=C32)C=3C=CC(=NC3)N3CCC(CC3)O)C=CC1 (1-(5-(3-(1-(3-fluorobenzyl)-1H-pyrazol-4-yl)-1H-pyrrolo[2,3-b]pyridin-5-yl)pyridin-2-yl) piperidin-4-ol). The yield is 32.4%. RXN SMILES: Cl.FC1C=C(C=CC=1)CN1C=C(C2C3C(=NC=C(C4C=CC(C5CCNCC5)=CC=4)C=3)N(S(C3C=CC(C)=CC=3)(=O)=O)C=2)C=N1.[F:46][C:47]1[CH:48]=[C:49]([CH:88]=[CH:89][CH:90]=1)[CH2:50][N:51]1[CH:55]=[C:54]([C:56]2[C:64]3[C:59](=[N:60][CH:61]=[C:62]([C:65]4[CH:66]=[CH:67][C:68]([N:71]5[CH2:76][CH2:75][CH:74]([OH:77])[CH2:73][CH2:72]5)=[N:69][CH:70]=4)[CH:63]=3)[N:58](S(C3C=CC(C)=CC=3)(=O)=O)[CH:57]=2)[CH:53]=[N:52]1.[OH-].[Li+]>C1COCC1.CO.O>[F:46][C:47]1[CH:48]=[C:49]([CH:88]=[CH:89][CH:90]=1)[CH2:50][N:51]1[CH:55]=[C:54]([C:56]2[C:64]3[C:59](=[N:60][CH:61]=[C:62]([C:65]4[CH:66]=[CH:67][C:68]([N:71]5[CH2:76][CH2:75][CH:74]([OH:77])[CH2:73][CH2:72]5)=[N:69][CH:70]=4)[CH:63]=3)[NH:58][CH:57]=2)[CH:53]=[N:52]1 |f:0.1,3.4,5.6.7|. Reported procedure: Using similar reaction conditions as described in step-iii of example-1, 1-(5-(3-(1-(3-fluorobenzyl)-1H-pyrazol-4-yl)-1-tosyl-1H-pyrrolo[2,3-b]pyridin-5-yl)pyridin-2-yl)piperidin-4-ol (160 mg, 0.25 mmol) was hydrolyzed with lithium hydroxide (33 mg, 0.77 mmol) in THF/methanol/water (3/3/1 mL) to yield 38 mg (25.4%) of desired product. 1H NMR (CD3OD, 300 MHz): δ 8.49-8.41 (m, 3H), 8.21 (s, 2H), 7.98 (s, 1H), 7.70 (s, 1H), 7.55-7.51 (s, 1H), 7.42-7.33 (m, 1H), 7.11-6.97 (m, 3H), 5.43 (s, 2H), 4.06... Starting materials: [H-].[Na+] (sodium hydride), [Cl-].[NH4+] (ammonium chloride), C(C)(N)=NO (Acetamidoxime), O1CCCC1 (tetrahydrofuran), C(\C=C\C=C\C)(=O)OCC (ethyl sorbate). Run in C(C)(=O)OCC (ethyl acetate). The product is CC(=CC=CC)C=1N=NOC1 (methyloxadiazolyl-1,3-pentadiene). Isolated yield 46.3%. As a reaction SMILES: C(=NO)([NH2:3])C.[H-].[Na+].[C:8](OCC)(=O)/[CH:9]=[CH:10]/[CH:11]=C/C.[Cl-].[NH4+:19].[O:20]1[CH2:24][CH2:23][CH2:22][CH2:21]1>C(OCC)(=O)C>[CH3:21][C:22]([C:23]1[N:19]=[N:3][O:20][CH:24]=1)=[CH:8][CH:9]=[CH:10][CH3:11] |f:1.2,4.5|. Procedure details: Acetamidoxime (640 mg, 8.64 mmol) was dissolved in tetrahydrofuran (10 ml), 60% sodium hydride (345 mg, 8.63 mmol) was added thereto, 10 particles of molecular sieve and ethyl sorbate (1.1 g, 7.85 mmol) were added thereto, and the mixture was stirred under heating at reflux for 8 hours. The reaction mixture was diluted with ethyl acetate, and an aqueous saturated solution of ammonium chloride was added thereto to stop the reaction. The ethyl acetate layer was separated, washed with an aqueous sa... RXN SMILES: [Br:34][CH2:35][CH2:36][CH2:37][OH:38].[C:39](=[O:40])([O-:41])[O-:42].[CH3:45][N:46]([CH3:47])[CH:48]=[O:49].[CH3:50][CH2:51][O:52][C:53](=[O:54])[CH3:55].[F:1][C:2]([c:3]1[cH:4][c:5]([C:6](=[O:7])[N:8]2[CH:9]([CH2:14][c:15]3[cH:16][c:17]4[cH:18][cH:19][cH:20][cH:21][c:22]4[cH:23][cH:24]3)[CH2:10][NH:11][CH2:12][CH2:13]2)[cH:25][c:26]([C:28]([F:29])([F:30])[F:31])[cH:27]1)([F:32])[F:33].[K+:43].[K+:44]>>[F:1][C:2]([c:3]1[cH:4][c:5]([C:6](=[O:7])[N:8]2[CH:9]([CH2:14][c:15]3[cH:16][c:17]4[cH:18][cH:19][cH:20][cH:21][c:22]4[cH:23][cH:24]3)[CH2:10][N:11]([CH2:35][CH2:36][CH2:37][OH:38])[CH2:12][CH2:13]2)[cH:25][c:26]([C:28]([F:29])([F:30])[F:31])[cH:27]1)([F:32])[F:33]. Starting materials: OCCCBr, O=C([O-])[O-], CN(C)C=O, CCOC(C)=O, O=C(c1cc(C(F)(F)F)cc(C(F)(F)F)c1)N1CCNCC1Cc1ccc2ccccc2c1, [K+], [K+]. The product is O=C(c1cc(C(F)(F)F)cc(C(F)(F)F)c1)N1CCN(CCCO)CC1Cc1ccc2ccccc2c1.